This data is from the Open Reaction Database (ORD), a public repository of structured organic reaction records. The task is: describe an organic reaction: reactants, conditions, products, and yield Solvent: C(Cl)(Cl)(Cl)Cl (carbon tetrachloride). Yields the product C(C)(=O)SC(C(=O)N1[C@H](C(=O)O)CCC1)CC(C1=CC=CC=C1)=O (1-(2-Acetylthio-3-benzoylpropionyl)-L-proline). Reported procedure: A mixture of 2.57 g. of 1-(3-benzoylacryloyl)-L-proline, 1.42 ml. of thioacetic acid and 30 ml. of carbon tetrachloride is stirred for one hour and then concentrated in vacuo to an amber gum. This gum is dissolved in dichloromethane and the solvent removed in vacuo several times giving the desired product as an off-white glass. Reaction SMILES: [C:1]([CH:9]=[CH:10][C:11]([N:13]1[CH2:20][CH2:19][CH2:18][C@H:14]1[C:15]([OH:17])=[O:16])=[O:12])(=[O:8])[C:2]1[CH:7]=[CH:6][CH:5]=[CH:4][CH:3]=1.[C:21]([OH:24])(=[S:23])[CH3:22]>C(Cl)(Cl)(Cl)Cl>[C:21]([S:23][CH:10]([CH2:9][C:1](=[O:8])[C:2]1[CH:3]=[CH:4][CH:5]=[CH:6][CH:7]=1)[C:11]([N:13]1[CH2:20][CH2:19][CH2:18][C@H:14]1[C:15]([OH:17])=[O:16])=[O:12])(=[O:24])[CH3:22]. Reactants: C(C1=CC=CC=C1)(=O)C=CC(=O)N1[C@H](C(=O)O)CCC1 (1-(3-benzoylacryloyl)-L-proline), C(C)(=S)O (thioacetic acid). Run at temperature 65 celsius, time 10 hour. Run in CN(C=O)C (dimethylformamide). Reaction SMILES: [CH3:1][O:2][C:3](=[O:11])[C:4]1[CH:9]=[CH:8][CH:7]=[N:6][C:5]=1Cl.[CH3:12][S:13][C:14]1[CH:19]=[CH:18][C:17]([OH:20])=[CH:16][CH:15]=1.C(=O)([O-])[O-].[K+].[K+]>CN(C)C=O>[NH3:6].[CH3:1][O:2][C:3](=[O:11])[C:4]1[CH:9]=[CH:8][CH:7]=[N:6][C:5]=1[O:20][C:17]1[CH:18]=[CH:19][C:14]([S:13][CH3:12])=[CH:15][CH:16]=1 |f:2.3.4|. Yield: 83.1%. Yields the product N (ammonia), COC(C1=C(N=CC=C1)OC1=CC=C(C=C1)SC)=O (2-(4-methylsulfanyl-phenoxy)-nicotinic acid methyl ester). Procedure: 2-Chloronicotinic acid methyl ester (12 g, 69.9 mmol), 4-methylsulfanylphenol (9.80 g, 69.9 mmol) and potassium carbonate (14.5 g, 0.105 mol) were suspended in dimethylformamide (300 ml) and the reaction was heated to 65° C. and stirred at this temperature under nitrogen for 10 h. It was then heated to 90° C. and stirred at this temperature for 7 h, and then progressed to 100° C. and stirred for 16 h. The reaction was cooled to room temperature, concentrated under reduced pressure and the residu... The reactants are C([O-])([O-])=O.[K+].[K+] (potassium carbonate), COC(C1=C(N=CC=C1)Cl)=O (2-Chloronicotinic acid methyl ester), CSC1=CC=C(C=C1)O (4-methylsulfanylphenol).